From a dataset of the Open Reaction Database (ORD), a public repository of structured organic reaction records. describe an organic reaction: reactants, conditions, products, and yield RXN SMILES: [Br:1][c:2]1[cH:3][cH:4][cH:5][c:6]([Br:7])[cH:8]1.[CH3:20][C:21]([CH3:22])([O-:23])[CH3:24].[CH3:26][c:27]1[cH:28][cH:29][cH:30][cH:31][cH:32]1.[CH3:34][CH2:35][O:36][C:37](=[O:38])[CH3:39].[NH:9]1[CH2:10][CH2:11][CH:12]([C:13](=[O:14])[O:15][CH2:16][CH3:17])[CH2:18][CH2:19]1.[Na+:25].[O:42]=[C:43]([CH:44]=[CH:45][c:46]1[cH:47][cH:48][cH:49][cH:50][cH:51]1)[CH:52]=[CH:53][c:54]1[cH:55][cH:56][cH:57][cH:58][cH:59]1.[O:60]=[C:61]([CH:62]=[CH:63][c:64]1[cH:65][cH:66][cH:67][cH:68][cH:69]1)[CH:70]=[CH:71][c:72]1[cH:73][cH:74][cH:75][cH:76][cH:77]1.[O:78]=[C:79]([CH:80]=[CH:81][c:82]1[cH:83][cH:84][cH:85][cH:86][cH:87]1)[CH:88]=[CH:89][c:90]1[cH:91][cH:92][cH:93][cH:94][cH:95]1.[OH2:33].[Pd:40].[Pd:41]>>[c:2]1([N:9]2[CH2:10][CH2:11][CH:12]([C:13](=[O:14])[O:15][CH2:16][CH3:17])[CH2:18][CH2:19]2)[cH:3][cH:4][cH:5][c:6]([Br:7])[cH:8]1. The product is CCOC(=O)C1CCN(c2cccc(Br)c2)CC1. The reactants are Brc1cccc(Br)c1, CC(C)(C)[O-], Cc1ccccc1, CCOC(C)=O, CCOC(=O)C1CCNCC1, [Na+], O=C(C=Cc1ccccc1)C=Cc1ccccc1, O=C(C=Cc1ccccc1)C=Cc1ccccc1, O=C(C=Cc1ccccc1)C=Cc1ccccc1, O, [Pd], [Pd]. Reactants: CCOC(=O)C(=O)CBr, [BH3-]C#N, CO, CCOCC, Cl, [Na+]. The product is CCOC(=O)C(O)CBr. As a reaction SMILES: [Br:5][CH2:6][C:7]([C:8](=[O:9])[O:10][CH2:11][CH3:12])=[O:13].[C:1]([BH3-:2])#[N:3].[CH3:15][OH:16].[CH3:17][CH2:18][O:19][CH2:20][CH3:21].[ClH:14].[Na+:4]>>[Br:5][CH2:6][CH:7]([C:8](=[O:9])[O:10][CH2:11][CH3:12])[OH:13]. Reactants: C(C)(C)(C)C=1C=C(C(=C(C1)NC(=O)C=1N(C2=C(C=CC=C2C1)CN1CCC(CC1)C(=O)OC(C)(C)C)C)OC)NS(=O)(=O)C (tert-butyl 1-[2-(5-tert-butyl-3-methanesulphonylamino-2-methoxy-phenylcarbamoyl)-1-methyl-1H-indol-7-ylmethyl]-piperidine-4-carboxylate), solution, Cl (hydrogen chloride), solution, Cl (hydrogen chloride). Run in O1CCOCC1 (1,4-dioxane), ClCCl (dichloromethane), ClCCl (dichloromethane), O1CCOCC1 (1,4-dioxane). Run at time 12 hour. The product is C(C)(C)(C)C=1C=C(C(=C(C1)NC(=O)C=1N(C2=C(C=CC=C2C1)CN1CCC(CC1)C(=O)O)C)OC)NS(=O)(=O)C (1-[2-(5-tert-butyl-3-methanesulphonylamino-2-methoxy-phenylcarbamoyl)-1-methyl-1H-indol-7-ylmethyl]-piperidine-4-carboxylic acid). RXN SMILES: [C:1]([C:5]1[CH:6]=[C:7]([NH:40][S:41]([CH3:44])(=[O:43])=[O:42])[C:8]([O:38][CH3:39])=[C:9]([NH:11][C:12]([C:14]2[N:15]([CH3:37])[C:16]3[C:21]([CH:22]=2)=[CH:20][CH:19]=[CH:18][C:17]=3[CH2:23][N:24]2[CH2:29][CH2:28][CH:27]([C:30]([O:32]C(C)(C)C)=[O:31])[CH2:26][CH2:25]2)=[O:13])[CH:10]=1)([CH3:4])([CH3:3])[CH3:2].Cl>ClCCl.O1CCOCC1>[C:1]([C:5]1[CH:6]=[C:7]([NH:40][S:41]([CH3:44])(=[O:43])=[O:42])[C:8]([O:38][CH3:39])=[C:9]([NH:11][C:12]([C:14]2[N:15]([CH3:37])[C:16]3[C:21]([CH:22]=2)=[CH:20][CH:19]=[CH:18][C:17]=3[CH2:23][N:24]2[CH2:29][CH2:28][CH:27]([C:30]([OH:32])=[O:31])[CH2:26][CH2:25]2)=[O:13])[CH:10]=1)([CH3:4])([CH3:2])[CH3:3]. Procedure: 1.3 g tert-butyl 1-[2-(5-tert-butyl-3-methanesulphonylamino-2-methoxy-phenylcarbamoyl)-1-methyl-1H-indol-7-ylmethyl]-piperidine-4-carboxylate are dissolved in 20 ml dichloromethane, combined with 1.04 ml of a 4 M solution of hydrogen chloride in 1,4-dioxane and stirred for 12 hours. A further 2 ml of a 4 M solution of hydrogen chloride in 1,4-dioxane is added and the mixture is stirred for a further 24 hours. The solvents are eliminated in vacuo and the residue is taken up twice in dichlorometha... The reactants are C(C)(C)N(CC)C(C)C (diisopropyl ethyl amine), NCC=1C(NC(=CC1C)C)=O (3-(amino methyl)-4,6-dimethylpyridin-2(1H)-one), BrC=1C=C(C=2C(=NN(C2C1)C(C)C)C)C(=O)O (6-bromo-1-isopropyl-3-methyl-1H-indazole-4-carboxylic acid), C(C)(C)N1N=CC=2C(=CC(=CC12)C=1C=C2C(=NC1)NC=C2)C(=O)OC (methyl 1-isopropyl-6-(1H-pyrrolo[2,3-b]pyridin-5-yl)-1H-indazole-4-carboxylate), CCN=C=NCCCN(C)C.Cl (EDC.HCl), C=1C=CC2=C(C1)N=NN2O (HOBt). Reagents/catalysts: CN(C)C=1C=CN=CC1 (DMAP). The solvent is C(Cl)Cl (DCM), C(Cl)Cl (DCM). Run at time 15 minute. Yields the product BrC=1C=C(C=2C(=NN(C2C1)C(C)C)C)C(=O)NCC=1C(NC(=CC1C)C)=O (6-bromo-N-((1,2-dihydro-4,6-dimethyl-2-oxopyridin-3-yl)methyl)-1-isopropyl-3-methyl-1H-indazole-4-carboxamide), solid. Yield: 58.0%. RXN SMILES: [Br:1][C:2]1[CH:3]=[C:4]([C:15]([OH:17])=O)[C:5]2[C:6]([CH3:14])=[N:7][N:8]([CH:11]([CH3:13])[CH3:12])[C:9]=2[CH:10]=1.C(N1C2C=C(C3C=C4C=CNC4=NC=3)C=C(C(OC)=O)C=2C=N1)(C)C.CCN=C=NCCCN(C)C.Cl.C1C=CC2N(O)N=NC=2C=1.C(N(C(C)C)CC)(C)C.[NH2:74][CH2:75][C:76]1[C:77](=[O:84])[NH:78][C:79]([CH3:83])=[CH:80][C:81]=1[CH3:82]>C(Cl)Cl.CN(C1C=CN=CC=1)C>[Br:1][C:2]1[CH:3]=[C:4]([C:15]([NH:74][CH2:75][C:76]2[C:77](=[O:84])[NH:78][C:79]([CH3:83])=[CH:80][C:81]=2[CH3:82])=[O:17])[C:5]2[C:6]([CH3:14])=[N:7][N:8]([CH:11]([CH3:12])[CH3:13])[C:9]=2[CH:10]=1 |f:2.3|. Reported procedure: To a stirred solution of 6-bromo-1-isopropyl-3-methyl-1H-indazole-4-carboxylic acid, 1 (6.5 g, 21.88 mmol) in DCM (250 mL) was added EDC.HCl (5.01 g, 26.23 mmol), HOBt (3.545 g, 26.20 mmol) followed by diisopropyl ethyl amine (14.11 g, 109.37 mmol) and stirred at room temperature for 15 min. To the resulting mixture, 3-(amino methyl)-4,6-dimethylpyridin-2(1H)-one (3.32 g, 21.84 mmol) followed by DMAP (catalytic amount) was added and the reaction mixture was stirred at room temperature for 5 h. T...